This data is from the Open Reaction Database (ORD), a public repository of structured organic reaction records. The task is: describe an organic reaction: reactants, conditions, products, and yield Reactants: C[O-].[Na+] (sodium methoxide), C([O-])([O-])=O.[K+].[K+] (potassium carbonate), COC(C(C(=O)OC)NC(C1=CC=CC=C1)=O)=O (benzoylaminomalonic acid dimethyl ester), ClC1=CC=C(N)C=C1 (4-chloroaniline), N(=O)[O-].[Na+] (sodium nitrite). Run in C(C)(=O)OCC (Ethyl acetate), CO (methanol), CO (methanol), O (water), CC(=O)C (acetone), C(C)(=O)O (acetic acid), Cl (hydrochloric acid), O (water). Reaction conditions: temperature 0 celsius, time 8 hour. Yields the product COC(=O)C1=NN(C(=N1)C1=CC=CC=C1)C1=CC=C(C=C1)Cl (1-(4-chlorophenyl)-5-phenyl-1,2,4-triazole-3-carboxylic acid methyl ester). Reaction SMILES: [Cl:1][C:2]1[CH:8]=[CH:7][C:5]([NH2:6])=[CH:4][CH:3]=1.[N:9]([O-])=O.[Na+].[CH3:13][O:14][C:15](=[O:30])[CH:16]([NH:21][C:22](=O)[C:23]1[CH:28]=[CH:27][CH:26]=[CH:25][CH:24]=1)C(OC)=O.C(=O)([O-])[O-].[K+].[K+].C[O-].[Na+]>C(O)(=O)C.Cl.O.CC(C)=O.CO.C(OCC)(=O)C>[CH3:13][O:14][C:15]([C:16]1[N:21]=[C:22]([C:23]2[CH:28]=[CH:27][CH:26]=[CH:25][CH:24]=2)[N:6]([C:5]2[CH:7]=[CH:8][C:2]([Cl:1])=[CH:3][CH:4]=2)[N:9]=1)=[O:30] |f:1.2,4.5.6,7.8|. Reported procedure: 6.4 g (0.05 mol) of 4-chloroaniline are dissolved in a mixture of 50 ml of glacial acetic acid and 12.5 ml of concentrated hydrochloric acid, the solution is cooled to 0° C. and a solution of 3.5 g (0.0507 mol) of sodium nitrite in 6.5 ml of water is added dropwise. The reaction mixture is then cooled to -10° C. and a solution of 11.7 g (0.0466 mol) of benzoylaminomalonic acid dimethyl ester in 120 ml of acetone is added dropwise thereto. A solution of 70.2 g (0.509 mol) of potassium carbonate i...